describe an organic reaction: reactants, conditions, products, and yield From a dataset of the Open Reaction Database (ORD), a public repository of structured organic reaction records. Starting materials: COC1=CC=C(COC=2C=C(C=C(C2)C2=C3C=CN(C3=CC=C2)[Si](C(C)C)(C(C)C)C(C)C)C(=O)C=2C=NC(=CC2)OC)C=C1 ([3-(4-methoxy-benzyloxy)-5-(1-triisopropylsilanyl-1H-indol-4-yl)-phenyl]-(6-methoxy-pyridin-3-yl)-methanone), B(F)(F)F (BF3), C(=O)(O)[O-].[Na+] (NaHCO3), CCOC(=O)C (EtOAc). Run in CSC (dimethylsulfide). Reaction conditions: temperature 0 celsius, time 20 minute. Product: OC=1C=C(C=C(C1)C1=C2C=CNC2=CC=C1)C(=O)C=1C=NC(=CC1)OC ([3-hydroxy-5-(1H-indol-4-yl)-phenyl]-(6-methoxy-pyridin-3-yl)-methanone). The yield is 75.0%. As a reaction SMILES: COC1C=CC(C[O:8][C:9]2[CH:10]=[C:11]([C:34]([C:36]3[CH:37]=[N:38][C:39]([O:42][CH3:43])=[CH:40][CH:41]=3)=[O:35])[CH:12]=[C:13]([C:15]3[CH:23]=[CH:22][CH:21]=[C:20]4[C:16]=3[CH:17]=[CH:18][N:19]4[Si](C(C)C)(C(C)C)C(C)C)[CH:14]=2)=CC=1.B(F)(F)F.CCOC(C)=O.C([O-])(O)=O.[Na+]>CSC>[OH:8][C:9]1[CH:10]=[C:11]([C:34]([C:36]2[CH:37]=[N:38][C:39]([O:42][CH3:43])=[CH:40][CH:41]=2)=[O:35])[CH:12]=[C:13]([C:15]2[CH:23]=[CH:22][CH:21]=[C:20]3[C:16]=2[CH:17]=[CH:18][NH:19]3)[CH:14]=1 |f:3.4|. Reported procedure: To compound [3-(4-methoxy-benzyloxy)-5-(1-triisopropylsilanyl-1H-indol-4-yl)-phenyl]-(6-methoxy-pyridin-3-yl)-methanone in dimethylsulfide (2 mL) at 0° C. was added excess BF3 etherate. The resulting reaction mixture was stirred at 0° C. for 20 min. TLC indicated that the disappearance of the starting material. EtOAc was added to dilute the reaction mixture and sat. NaHCO3 was added to adjust the pH of the aqueous phase to 6-7. The aqueous phase was then extracted with EtOAc three times. The com... Reactants: BrC=1C=C2C(=C(N=NC2=CC1)[N+](=O)[O-])Cl (6-bromo-4-chloro-3-nitrocinnoline), NC1=CC=C(C=C1)C(C#N)(C)C (2-(4-aminophenyl)-2-methylpropanenitrile), C(=O)([O-])[O-].[K+].[K+] (K2CO3). Run in CC#N (MeCN). The product is BrC=1C=C2C(=C(N=NC2=CC1)[N+](=O)[O-])NC1=CC=C(C=C1)C(C#N)(C)C (2-(4-(6-bromo-3-nitrocinnolin-4-ylamino)phenyl)-2-methylpropanenitrile). Yield: 99.9%. As a reaction SMILES: [Br:1][C:2]1[CH:3]=[C:4]2[C:9](=[CH:10][CH:11]=1)[N:8]=[N:7][C:6]([N+:12]([O-:14])=[O:13])=[C:5]2Cl.[NH2:16][C:17]1[CH:22]=[CH:21][C:20]([C:23]([CH3:27])([CH3:26])[C:24]#[N:25])=[CH:19][CH:18]=1.C([O-])([O-])=O.[K+].[K+]>CC#N>[Br:1][C:2]1[CH:3]=[C:4]2[C:9](=[CH:10][CH:11]=1)[N:8]=[N:7][C:6]([N+:12]([O-:14])=[O:13])=[C:5]2[NH:16][C:17]1[CH:18]=[CH:19][C:20]([C:23]([CH3:27])([CH3:26])[C:24]#[N:25])=[CH:21][CH:22]=1 |f:2.3.4|. Procedure details: A yellow suspension of 6-bromo-4-chloro-3-nitrocinnoline (1.75 g, 6.07 mmol), 2-(4-aminophenyl)-2-methylpropanenitrile (1.069 g, 6.67 mmol) and K2CO3 (1.677 g, 12.13 mmol) in MeCN (2 mL) was heated to reflux for 5 min. The workup followed general workup procedures, and the crude was purified on silica gel with PE/EtOAc as eluant to give 2-(4-(6-bromo-3-nitrocinnolin-4-ylamino)phenyl)-2-methylpropanenitrile as yellow solid (2.5 g, yield 100%). MS (m/z): 414 (M+H)+. The product is OC1=CC=C(CC2CCC(CC2)CC(C(CC)=O)C(CC)=O)C=C1 (4-[4-(4-hydroxybenzyl)cyclohexylmethyl]heptane-3,5-dione), II. Procedure: It is further contemplated that 4-[4-(4-methoxybenzyl)cyclohexylmethyl]heptane-3,5-dione can be demethylated with boron tribromide according to the procedure of Example 2 to give 4-[4-(4-hydroxybenzyl)cyclohexylmethyl]heptane-3,5-dione [II; Ar is 4-HOC6H4, Y' is CH2, R is C2H5 ]. RXN SMILES: C[O:2][C:3]1[CH:25]=[CH:24][C:6]([CH2:7][CH:8]2[CH2:13][CH2:12][CH:11]([CH2:14][CH:15]([C:20](=[O:23])[CH2:21][CH3:22])[C:16](=[O:19])[CH2:17][CH3:18])[CH2:10][CH2:9]2)=[CH:5][CH:4]=1.B(Br)(Br)Br>>[OH:2][C:3]1[CH:4]=[CH:5][C:6]([CH2:7][CH:8]2[CH2:9][CH2:10][CH:11]([CH2:14][CH:15]([C:20](=[O:23])[CH2:21][CH3:22])[C:16](=[O:19])[CH2:17][CH3:18])[CH2:12][CH2:13]2)=[CH:24][CH:25]=1. The reactants are COC1=CC=C(CC2CCC(CC2)CC(C(CC)=O)C(CC)=O)C=C1 (4-[4-(4-methoxybenzyl)cyclohexylmethyl]heptane-3,5-dione), B(Br)(Br)Br (boron tribromide). The reactants are OO (hydrogen peroxide), CC=1C=C(C=C(C1\C=C\S(=O)(=O)N1CCC2(C(NC(=N2)CCCCCSCCC)=O)CC1)C)N(C(=O)N)C ((E)-1-(3,5-dimethyl-4-(2-((4-oxo-2-(5-(propylthio)pentyl)-1,3,8-triazaspiro[4.5]dec-1-en-8-yl)sulfonyl)vinyl)phenyl)-1-methyl-urea), molybdenum(IV) dichloride dioxide, O (water). Run in CC(=O)C (acetone). Conditions: time 5 minute. The product is CC=1C=C(C=C(C1\C=C\S(=O)(=O)N1CCC2(C(NC(=N2)CCCCCS(=O)CCC)=O)CC1)C)N(C(=O)N)C (1-[3,5-dimethyl-4-((E)-2-{4-oxo-2-[5-(propane-1-sulfinyl)-pentyl]-1,3,8-triaza-spiro[4.5]dec-1-ene-8-sulfonyl}-vinyl)-phenyl]-1-methyl-urea). Reaction SMILES: [OH:1]O.[CH3:3][C:4]1[CH:5]=[C:6]([N:36]([CH3:40])[C:37]([NH2:39])=[O:38])[CH:7]=[C:8]([CH3:35])[C:9]=1/[CH:10]=[CH:11]/[S:12]([N:15]1[CH2:34][CH2:33][C:18]2([N:22]=[C:21]([CH2:23][CH2:24][CH2:25][CH2:26][CH2:27][S:28][CH2:29][CH2:30][CH3:31])[NH:20][C:19]2=[O:32])[CH2:17][CH2:16]1)(=[O:14])=[O:13].O>CC(C)=O>[CH3:35][C:8]1[CH:7]=[C:6]([N:36]([CH3:40])[C:37]([NH2:39])=[O:38])[CH:5]=[C:4]([CH3:3])[C:9]=1/[CH:10]=[CH:11]/[S:12]([N:15]1[CH2:16][CH2:17][C:18]2([N:22]=[C:21]([CH2:23][CH2:24][CH2:25][CH2:26][CH2:27][S:28]([CH2:29][CH2:30][CH3:31])=[O:1])[NH:20][C:19]2=[O:32])[CH2:33][CH2:34]1)(=[O:13])=[O:14]. Reported procedure: 30% aqueous hydrogen peroxide (0.013 ml) was added to a mixed solution of (E)-1-(3,5-dimethyl-4-(2-((4-oxo-2-(5-(propylthio)pentyl)-1,3,8-triazaspiro[4.5]dec-1-en-8-yl)sulfonyl)vinyl)phenyl)-1-methyl-urea (55 mg) and molybdenum(IV) dichloride dioxide (3 mg) in acetone (1.5 ml)-water (0.5 ml), and the mixture was stirred at room temperature for five minutes in a nitrogen stream. The reaction mixture was quenched with a saturated aqueous sodium bicarbonate solution and then extracted with ethyl ac... The reactants are CCOCC, CCOC(=O)c1cc(N=C=O)ccc1Cl, CCOC(=O)C(C)=C(C)N. The product is CCOC(=O)C(C)=C(C)NC(=O)Nc1ccc(Cl)c(C(=O)OCC)c1. Reaction SMILES: [CH3:26][CH2:27][O:28][CH2:29][CH3:30].[Cl:11][c:12]1[c:13]([C:14](=[O:15])[O:16][CH2:17][CH3:18])[cH:19][c:20]([N:23]=[C:24]=[O:25])[cH:21][cH:22]1.[NH2:1][C:2](=[C:3]([C:4](=[O:5])[O:6][CH2:7][CH3:8])[CH3:9])[CH3:10]>>[NH:1]([C:2](=[C:3]([C:4](=[O:5])[O:6][CH2:7][CH3:8])[CH3:9])[CH3:10])[C:24]([NH:23][c:20]1[cH:19][c:13]([C:14](=[O:15])[O:16][CH2:17][CH3:18])[c:12]([Cl:11])[cH:22][cH:21]1)=[O:25].